From a dataset of the Open Reaction Database (ORD), a public repository of structured organic reaction records. describe an organic reaction: reactants, conditions, products, and yield Starting materials: Oc1ccc2c(c1)COc1c-2cc2ccc(O)cc2c1Br, CCCC[Sn](CCCC)(CCCC)c1ccco1, Cc1ccccc1, c1ccc(P(c2ccccc2)(c2ccccc2)[Pd](P(c2ccccc2)(c2ccccc2)c2ccccc2)(P(c2ccccc2)(c2ccccc2)c2ccccc2)P(c2ccccc2)(c2ccccc2)c2ccccc2)cc1. The product is Oc1ccc2c(c1)COc1c-2cc2ccc(O)cc2c1-c1ccco1. As a reaction SMILES: [Br:1][c:2]1[c:3]2[c:4]([cH:5][c:6]3[c:11]1[O:10][CH2:9][c:8]1[c:7]-3[cH:15][cH:14][c:13]([OH:16])[cH:12]1)[cH:17][cH:18][c:19]([OH:21])[cH:20]2.[CH2:22]([Sn:23]([CH2:24][CH2:25][CH2:26][CH3:32])([c:27]1[o:28][cH:29][cH:30][cH:31]1)[CH2:33][CH2:34][CH2:35][CH3:36])[CH2:37][CH2:38][CH3:39].[CH3:40][c:41]1[cH:42][cH:43][cH:44][cH:45][cH:46]1.[cH:47]1[cH:48][cH:49][c:50]([P:51]([Pd:52]([P:53]([c:54]2[cH:55][cH:56][cH:57][cH:58][cH:59]2)([c:60]2[cH:61][cH:62][cH:63][cH:64][cH:65]2)[c:66]2[cH:67][cH:68][cH:69][cH:70][cH:71]2)([P:72]([c:73]2[cH:74][cH:75][cH:76][cH:77][cH:78]2)([c:79]2[cH:80][cH:81][cH:82][cH:83][cH:84]2)[c:85]2[cH:86][cH:87][cH:88][cH:89][cH:90]2)[P:91]([c:92]2[cH:93][cH:94][cH:95][cH:96][cH:97]2)([c:98]2[cH:99][cH:100][cH:101][cH:102][cH:103]2)[c:104]2[cH:105][cH:106][cH:107][cH:108][cH:109]2)([c:110]2[cH:111][cH:112][cH:113][cH:114][cH:115]2)[c:116]2[cH:117][cH:118][cH:119][cH:120][cH:121]2)[cH:122][cH:123]1>>[c:2]1(-[c:27]2[o:28][cH:29][cH:30][cH:31]2)[c:3]2[c:4]([cH:5][c:6]3[c:11]1[O:10][CH2:9][c:8]1[c:7]-3[cH:15][cH:14][c:13]([OH:16])[cH:12]1)[cH:17][cH:18][c:19]([OH:21])[cH:20]2.